Dataset: the Open Reaction Database (ORD), a public repository of structured organic reaction records. Task: describe an organic reaction: reactants, conditions, products, and yield Starting materials: C29H32N6O3, C1(=CC=CC=C1)N(C(=O)C1=CC2=C(N(C(=N2)CNC2=CC=C(C=C2)C#N)C)C=C1)CCCC(=O)OC(C)(C)C (1-methyl-2-[N-(4-cyanophenyl)-aminomethyl]-benzimidazol-5-yl-carboxylic acid-N-phenyl-N-(3-tert.butyloxycarbonylpropyl)-amide), Cl (hydrochloric acid), C([O-])([O-])=O.[NH4+].[NH4+] (ammonium carbonate). The solvent is C(C)O (ethanol). The product is Cl.Cl.C1(=CC=CC=C1)N(C(=O)C1=CC2=C(N(C(=N2)CNC2=CC=C(C=C2)C(N)=N)C)C=C1)CCCC(=O)OCC (1-Methyl-2-[N-(4-amidinophenyl)-aminomethyl]-benzimidazol-5-yl-carboxylicacid-N-phenyl-N-(3-ethoxycarbonylpropyl)-amide-dihydrochloride). The yield is 68.0%. Reaction SMILES: [C:1]1([N:7]([CH2:30][CH2:31][CH2:32][C:33]([O:35][C:36]([CH3:39])(C)C)=[O:34])[C:8]([C:10]2[CH:29]=[CH:28][C:13]3[N:14]([CH3:27])[C:15]([CH2:17][NH:18][C:19]4[CH:24]=[CH:23][C:22]([C:25]#[N:26])=[CH:21][CH:20]=4)=[N:16][C:12]=3[CH:11]=2)=[O:9])[CH:6]=[CH:5][CH:4]=[CH:3][CH:2]=1.[ClH:40].C(=O)([O-])[O-].[NH4+:45].[NH4+]>C(O)C>[ClH:40].[ClH:40].[C:1]1([N:7]([CH2:30][CH2:31][CH2:32][C:33]([O:35][CH2:36][CH3:39])=[O:34])[C:8]([C:10]2[CH:29]=[CH:28][C:13]3[N:14]([CH3:27])[C:15]([CH2:17][NH:18][C:19]4[CH:20]=[CH:21][C:22]([C:25](=[NH:26])[NH2:45])=[CH:23][CH:24]=4)=[N:16][C:12]=3[CH:11]=2)=[O:9])[CH:6]=[CH:5][CH:4]=[CH:3][CH:2]=1 |f:2.3.4,6.7.8|. Procedure: Prepared analogously to Example 25d from 1-methyl-2-[N-(4-cyanophenyl)-aminomethyl]-benzimidazol-5-yl-carboxylic acid-N-phenyl-N-(3-tert.butyloxycarbonylpropyl)-amide and ethanolic hydrochloric acid, ethanol and ammonium carbonate. Yield: 68% of theory, Rf value: 0.12 (silica gel; dichloromethane/ethanol=4:1) C29H32N6O3 (512.6) ##EQU17## The reactants are C(C)(C)(C)OC(=O)NCC1=C(C=CC=C1)C1=CC=C(C=C1)CO[Si](C)(C)C(C)(C)C (2'-[(t-butoxycarbonylamino)methyl]-4-[(t-butyldimethylsiloxy)-methyl]-1,1'-biphenyl), solution, [F-].C(CCC)[N+](CCCC)(CCCC)CCCC (tetra-n-butylammonium fluoride). Solvent: O1CCCC1 (tetrahydrofuran), O1CCCC1 (tetrahydrofuran), C(C)(=O)OCC (ethyl acetate). Conditions: time 1 hour. Product: C(C)(C)(C)OC(=O)NCC1=C(C=CC=C1)C1=CC=C(C=C1)CO (2'-[(t-Butoxycarbonylamino)methyl]-1,1-biphenyl-4-methanol). Yield: 92.1%. RXN SMILES: [C:1]([O:5][C:6]([NH:8][CH2:9][C:10]1[CH:15]=[CH:14][CH:13]=[CH:12][C:11]=1[C:16]1[CH:21]=[CH:20][C:19]([CH2:22][O:23][Si](C(C)(C)C)(C)C)=[CH:18][CH:17]=1)=[O:7])([CH3:4])([CH3:3])[CH3:2].[F-].C([N+](CCCC)(CCCC)CCCC)CCC>O1CCCC1.C(OCC)(=O)C>[C:1]([O:5][C:6]([NH:8][CH2:9][C:10]1[CH:15]=[CH:14][CH:13]=[CH:12][C:11]=1[C:16]1[CH:21]=[CH:20][C:19]([CH2:22][OH:23])=[CH:18][CH:17]=1)=[O:7])([CH3:4])([CH3:2])[CH3:3] |f:1.2|. Procedure: To a solution of 150 mg (0.35 mmol) of 2'-[(t-butoxycarbonylamino)methyl]-4-[(t-butyldimethylsiloxy)-methyl]-1,1'-biphenyl (Step G) in 2 mL of dry tetrahydrofuran under a nitrogen atmosphere was added by syringe 0.52 mL (0.53 mmol) of 1.0M solution of tetra-n-butylammonium fluoride in tetrahydrofuran. The reaction mixture was stirred for one hour then diluted with 100 mL of ethyl acetate. The mixture was washed with water (3×20 mL), then saturated aqueous sodium chloride, dried over magnesium su... The reactants are CC(=O)O, CCO, [Cl-], CN(C)CC(C)(C)CNC(=O)c1ccc([N+](=O)[O-])c(Cl)c1, [Fe], [NH4+], O. Yields the product CN(C)CC(C)(C)CNC(=O)c1ccc(N)c(Cl)c1. RXN SMILES: [CH3:25][C:26](=[O:27])[OH:28].[CH3:29][CH2:30][OH:31].[Cl-:22].[Cl:1][c:2]1[cH:3][c:4]([C:5](=[O:6])[NH:7][CH2:8][C:9]([CH2:10][N:11]([CH3:12])[CH3:13])([CH3:14])[CH3:15])[cH:16][cH:17][c:18]1[N+:19]([O-:20])=[O:21].[Fe:32].[NH4+:23].[OH2:24]>>[Cl:1][c:2]1[cH:3][c:4]([C:5](=[O:6])[NH:7][CH2:8][C:9]([CH2:10][N:11]([CH3:12])[CH3:13])([CH3:14])[CH3:15])[cH:16][cH:17][c:18]1[NH2:19]. The product is CNC(=O)c1cc(CO)cc(NC(=O)c2nnn(Cc3ccc(Cl)c(Cl)c3)c2C)c1. RXN SMILES: [Al+3:34].[CH2:40]1[O:41][CH2:42][CH2:43][CH2:44]1.[Cl:1][c:2]1[cH:3][c:4]([CH2:9][n:10]2[n:11][n:12][c:13]([C:16](=[O:17])[NH:18][c:19]3[cH:20][c:21]([C:22](=[O:23])[O:24][CH3:25])[cH:26][c:27]([C:29](=[O:30])[NH:31][CH3:32])[cH:28]3)[c:14]2[CH3:15])[cH:5][cH:6][c:7]1[Cl:8].[H-:33].[H-:36].[H-:37].[H-:38].[Li+:35].[OH2:39]>>[Cl:1][c:2]1[cH:3][c:4]([CH2:9][n:10]2[n:11][n:12][c:13]([C:16](=[O:17])[NH:18][c:19]3[cH:20][c:21]([CH2:22][OH:23])[cH:26][c:27]([C:29](=[O:30])[NH:31][CH3:32])[cH:28]3)[c:14]2[CH3:15])[cH:5][cH:6][c:7]1[Cl:8]. The reactants are [Al+3], C1CCOC1, CNC(=O)c1cc(NC(=O)c2nnn(Cc3ccc(Cl)c(Cl)c3)c2C)cc(C(=O)OC)c1, [H-], [H-], [H-], [H-], [Li+], O. Starting materials: C(CC(CCCCCCCCCCCCCCCCC)O)O (Icosane-1,3-diol), COC1=CC=C(C(C2=CC=C(C=C2)OC)(C2=CC=CC=C2)Cl)C=C1 (4,4′-dimethoxytritylchloride). Yields the product COC1=CC=C(C=C1)C(OCCC(CCCCCCCCCCCCCCCCC)O)(C1=CC=CC=C1)C1=CC=C(C=C1)OC (1-(bis(4-methoxyphenyl)(phenyl)methoxy)icosan-3-ol). Solvent: N1=CC=CC=C1 (pyridine), N1=CC=CC=C1 (pyridine). Procedure: Icosane-1,3-diol (3.7 g, 11.8 mmoles) is co-evaporated twice with anhydrous pyridine (50 mL each) and then is dissolved in anhydrous pyridine (60 mL). The solution is chilled in an ice bath, and 4,4′-dimethoxytritylchloride (4.2 g, 12.4 mmoles) is added. The reaction is allowed to warm to ambient temperature and is stirred for 16 hours. The remaining 4,4′-dimethoxytritylchloride is quenched with methanol (10 mL), and the yellow solution is then evaporated to near dryness. The residue is co-evapo... Run at time 16 hour. Reaction SMILES: [CH2:1]([OH:22])[CH2:2][CH:3]([OH:21])[CH2:4][CH2:5][CH2:6][CH2:7][CH2:8][CH2:9][CH2:10][CH2:11][CH2:12][CH2:13][CH2:14][CH2:15][CH2:16][CH2:17][CH2:18][CH2:19][CH3:20].[CH3:23][O:24][C:25]1[CH:46]=[CH:45][C:28]([C:29](Cl)([C:38]2[CH:43]=[CH:42][CH:41]=[CH:40][CH:39]=2)[C:30]2[CH:35]=[CH:34][C:33]([O:36][CH3:37])=[CH:32][CH:31]=2)=[CH:27][CH:26]=1>N1C=CC=CC=1>[CH3:37][O:36][C:33]1[CH:32]=[CH:31][C:30]([C:29]([C:28]2[CH:27]=[CH:26][C:25]([O:24][CH3:23])=[CH:46][CH:45]=2)([C:38]2[CH:43]=[CH:42][CH:41]=[CH:40][CH:39]=2)[O:22][CH2:1][CH2:2][CH:3]([OH:21])[CH2:4][CH2:5][CH2:6][CH2:7][CH2:8][CH2:9][CH2:10][CH2:11][CH2:12][CH2:13][CH2:14][CH2:15][CH2:16][CH2:17][CH2:18][CH2:19][CH3:20])=[CH:35][CH:34]=1. Procedure details: Following a procedure similar to that described in Example 6, but using 3 g of 2-amino-1-(1-naphthyl)ethanol (prepared as described in Preparation 10), 3.87 g of methyl 4-(2-oxopropoxy)phenylacetate (prepared as described in Preparation 3), 60 ml of benzene, 50 ml of absolute methanol and 3 g of sodium cyanoborohydride, 1.9 g of the title compound were obtained having an Rf=0.35 (thin layer chromatography over silica gel, using ethyl acetate as the developing solvent). Reaction SMILES: N[CH2:2][CH:3]([C:5]1[C:14]2[C:9](=[CH:10][CH:11]=[CH:12][CH:13]=2)[CH:8]=[CH:7][CH:6]=1)[OH:4].O=[C:16]([CH3:30])[CH2:17][O:18][C:19]1[CH:24]=[CH:23][C:22]([CH2:25][C:26]([O:28][CH3:29])=[O:27])=[CH:21][CH:20]=1.C1C=CC=CC=1.C([BH3-])#[N:38].[Na+]>CO>[CH3:29][O:28][C:26]([CH2:25][C:22]1[CH:23]=[CH:24][C:19]([O:18][CH2:17][CH:16]([CH2:2][C:3]([NH2:38])([C:5]2[C:14]3[C:9](=[CH:10][CH:11]=[CH:12][CH:13]=3)[CH:8]=[CH:7][CH:6]=2)[OH:4])[CH3:30])=[CH:20][CH:21]=1)=[O:27] |f:3.4|. The reactants are NCC(O)C1=CC=CC2=CC=CC=C12 (2-amino-1-(1-naphthyl)ethanol), C(#N)[BH3-].[Na+] (sodium cyanoborohydride), O=C(COC1=CC=C(C=C1)CC(=O)OC)C (methyl 4-(2-oxopropoxy)phenylacetate), C1=CC=CC=C1 (benzene). Yield: 30.1%. The solvent is CO (methanol). The product is COC(=O)CC1=CC=C(OCC(C)CC(O)(C2=CC=CC3=CC=CC=C23)N)C=C1 (2-[2-(4-Methoxycarbonylmethylphenoxy)-1-methylethyl]-amino-1-(1-naphthyl)ethanol). The reactants are CC=1N=C(SC1C)N (4,5-dimethylthiazol-2-ylamine), COCCBr (2-bromoethyl methyl ether). Run at temperature 85 celsius. Product: Br.COCCN1C(SC(=C1C)C)=N (3-(2-Methoxyethyl)-4,5-dimethyl-3H-thiazol-2-ylideneamine hydrobromide). The yield is 53.5%. Reaction SMILES: [CH3:1][C:2]1[N:3]=[C:4]([NH2:8])[S:5][C:6]=1[CH3:7].[CH3:9][O:10][CH2:11][CH2:12][Br:13]>>[BrH:13].[CH3:9][O:10][CH2:11][CH2:12][N:3]1[C:2]([CH3:1])=[C:6]([CH3:7])[S:5][C:4]1=[NH:8] |f:2.3|. Procedure: A mixture of 4,5-dimethylthiazol-2-ylamine (9.0 g, 70 mmol) and 2-bromoethyl methyl ether (7.9 mL, 84 mmol) were heated at 85° C. for 12 hours. The mixture was cooled to ambient temperature and then triturated with isopropanol. The solid was collected by filtration and dried under vacuum to provide 10 g (56%) of the title compound. 1H NMR (DMSO-d6, 300 MHz) δ ppm 2.17 (s, 3H), 2.19 (s, 3H), 3.25 (s, 3H) 3.56 (t, J=5.1 Hz, 2H) 4.16 (t, J=5.1 Hz, 2H) 9.41 (s, 1H). Reactants: OC1=C(C=C(C=C1)CCN1CC(CC(C1)C)C)NC(=O)NC (2-hydroxy-5-[2-(3,5-dimethyl-1-piperidyl)ethyl]phenyl-3-methylurea), Br (HBr). Product: OC1=C(C=C(C=C1)CCN1CCCCC1)NC(=O)NC (1-(2-hydroxy-5-[2-(1-piperidyl)ethyl]phenyl)-3-methylurea). As a reaction SMILES: [OH:1][C:2]1[CH:7]=[CH:6][C:5]([CH2:8][CH2:9][N:10]2[CH2:15][CH:14](C)[CH2:13][CH:12](C)[CH2:11]2)=[CH:4][C:3]=1[NH:18][C:19]([NH:21][CH3:22])=[O:20].Br>>[OH:1][C:2]1[CH:7]=[CH:6][C:5]([CH2:8][CH2:9][N:10]2[CH2:15][CH2:14][CH2:13][CH2:12][CH2:11]2)=[CH:4][C:3]=1[NH:18][C:19]([NH:21][CH3:22])=[O:20]. Procedure details: 1-(2-hydroxy-5-[2-(3,5-dimethyl-1-piperidyl)ethyl]phenyl-3-methylurea.HBr; The reactants are C(CCC)N1/C(/SC(=N1)C(C)(C)C)=N/C(=O)C1=C(C=CC(=C1)C(F)(F)F)N(/N=C/C1=NC(=CC=C1)C)C(=O)OC(C)(C)C (tert-butyl (2E)-1-[2-({[(2Z)-3-butyl-5-tert-butyl-1,3,4-thiadiazol-2(3H)-ylidene]amino}carbonyl)-4-(trifluoromethyl)phenyl]-2-[(6-methylpyridin-2-yl)methylene]hydrazinecarboxylate), FC(C(=O)O)(F)F (trifluoroacetic acid). The solvent is C(Cl)Cl (CH2Cl2). The product is C(CCC)N1/C(/SC(=N1)C(C)(C)C)=N/C(C1=C(C=CC(=C1)C(F)(F)F)N/N=C/C1=NC(=CC=C1)C)=O (N-[(2Z)-3-butyl-5-tert-butyl-1,3,4-thiadiazol-2(3H)-ylidene]-2-{(2E)-2-[(6-methylpyridin-2-yl)methylene]hydrazino}-5-(trifluoromethyl)benzamide). Isolated yield 60.9%. RXN SMILES: [CH2:1]([N:5]1[N:9]=[C:8]([C:10]([CH3:13])([CH3:12])[CH3:11])[S:7]/[C:6]/1=[N:14]\[C:15]([C:17]1[CH:22]=[C:21]([C:23]([F:26])([F:25])[F:24])[CH:20]=[CH:19][C:18]=1[N:27](C(OC(C)(C)C)=O)/[N:28]=[CH:29]/[C:30]1[CH:35]=[CH:34][CH:33]=[C:32]([CH3:36])[N:31]=1)=[O:16])[CH2:2][CH2:3][CH3:4].FC(F)(F)C(O)=O>C(Cl)Cl>[CH2:1]([N:5]1[N:9]=[C:8]([C:10]([CH3:11])([CH3:13])[CH3:12])[S:7]/[C:6]/1=[N:14]\[C:15](=[O:16])[C:17]1[CH:22]=[C:21]([C:23]([F:24])([F:26])[F:25])[CH:20]=[CH:19][C:18]=1[NH:27]/[N:28]=[CH:29]/[C:30]1[CH:35]=[CH:34][CH:33]=[C:32]([CH3:36])[N:31]=1)[CH2:2][CH2:3][CH3:4]. Procedure: A solution of Example 205B (120 mg, 0.19 mmol) in CH2Cl2 (5 mL) was treated with trifluoroacetic acid (0.15 mL, 1.9 mmol) at room temperature for 3 hours. The mixture was then concentrated under reduced pressure. The residue was treated with saturated aqueous NaHCO3 and extracted with EtOAc. The ethyl acetate layer was washed with water, brine, dried with anhydrous MgSO4, filtered, and concentrated under reduced pressure. The residue was purified by silica gel chromatography and eluted with 1:1 ... Reactants: CC(C)NC(C)C, [Cu]I, Ic1ccccc1, Cl[Pd]Cl, C#CC1CCCN(CCCC(C)(C)S(=O)(=O)c2ccccc2)C1, c1ccc(P(c2ccccc2)c2ccccc2)cc1, c1ccc(P(c2ccccc2)c2ccccc2)cc1. Product: CC(C)(CCCN1CCCC(C#Cc2ccccc2)C1)S(=O)(=O)c1ccccc1. RXN SMILES: [CH:31]([NH:32][CH:33]([CH3:34])[CH3:35])([CH3:36])[CH3:37].[Cu:79][I:80].[I:24][c:25]1[cH:26][cH:27][cH:28][cH:29][cH:30]1.[Pd:38]([Cl:39])[Cl:40].[c:1]1([S:7](=[O:8])(=[O:9])[C:10]([CH2:11][CH2:12][CH2:13][N:14]2[CH2:15][CH:16]([C:20]#[CH:21])[CH2:17][CH2:18][CH2:19]2)([CH3:22])[CH3:23])[cH:2][cH:3][cH:4][cH:5][cH:6]1.[c:41]1([P:42]([c:43]2[cH:44][cH:45][cH:46][cH:47][cH:48]2)[c:49]2[cH:50][cH:51][cH:52][cH:53][cH:54]2)[cH:55][cH:56][cH:57][cH:58][cH:59]1.[c:60]1([P:61]([c:62]2[cH:63][cH:64][cH:65][cH:66][cH:67]2)[c:68]2[cH:69][cH:70][cH:71][cH:72][cH:73]2)[cH:74][cH:75][cH:76][cH:77][cH:78]1>>[c:1]1([S:7](=[O:8])(=[O:9])[C:10]([CH2:11][CH2:12][CH2:13][N:14]2[CH2:15][CH:16]([C:20]#[C:21][c:25]3[cH:26][cH:27][cH:28][cH:29][cH:30]3)[CH2:17][CH2:18][CH2:19]2)([CH3:22])[CH3:23])[cH:2][cH:3][cH:4][cH:5][cH:6]1.